From a dataset of the Open Reaction Database (ORD), a public repository of structured organic reaction records. describe an organic reaction: reactants, conditions, products, and yield Reactants: C(=CCC)N1CCCCC1 (N-(1-buten-1-yl)piperidine), C(C=C)#N (acrylonitrile), C(C)(=O)O (Acetic acid), O (water). Run in C(C)#N (acetonitrile). Yields the product C(C)C(CCC#N)C=O (3-Ethyl-4-oxobutyl cyanide). Isolated yield 42.0%. As a reaction SMILES: C([N:5]1[CH2:10][CH2:9][CH2:8][CH2:7][CH2:6]1)=CCC.C(#N)[CH:12]=[CH2:13].C(O)(=[O:17])C.O>C(#N)C>[CH2:12]([CH:7]([CH:6]=[O:17])[CH2:8][CH2:9][C:10]#[N:5])[CH3:13]. Procedure details: A stirred solution of N-(1-buten-1-yl)piperidine [Mannich, D.; Ber. 1936, 69, 2106] (4.2 g, 29.9 mmol) and acrylonitrile (2.1 g, 38.8 mmol) in acetonitrile (25 mL) was heated at reflux for 18 hours. Acetic acid and water (10 mL, 1:1) was added and the reaction was heated an additional 4 hours. The acetonitrile was removed in vacuo and the residue was taken up in ether (60 mL). The ether was washed with water (2×40 mL), saturated sodium bicarbonate/water (40 mL), dried (magnesium sulfate), concen... Reactants: NC(C(C(CC1=CC=CC=C1)NC(=O)C=1C(=NC=CC1)N1N=C2C(=C1)CN(C2)C(=O)OC(C)(C)C)O)=O (tert-butyl 2-(3-(4-amino-3-hydroxy-4-oxo-1-phenylbutan-2-ylcarbamoyl)pyridin-2-yl)-4,6-dihydropyrrolo[3,4-c]pyrazole-5(2H)-carboxylate). The solvent is O.C(C)#N (water acetonitrile). Yields the product NC(C(C(CC1=CC=CC=C1)NC(=O)C=1C(=NC=CC1)N1N=C2C(=C1)CN(C2)C(=O)OC(C)(C)C)=O)=O (tert-Butyl 2-(3-(4-amino-3,4-dioxo-1-phenylbutan-2-ylcarbamoyl)pyridin-2-yl)-4,6-dihydropyrrolo[3,4-c]pyrazole-5(2H)-carboxylate). Isolated yield 62.6%. As a reaction SMILES: [NH2:1][C:2](=[O:37])[CH:3]([OH:36])[CH:4]([NH:12][C:13]([C:15]1[C:16]([N:21]2[CH:25]=[C:24]3[CH2:26][N:27]([C:29]([O:31][C:32]([CH3:35])([CH3:34])[CH3:33])=[O:30])[CH2:28][C:23]3=[N:22]2)=[N:17][CH:18]=[CH:19][CH:20]=1)=[O:14])[CH2:5][C:6]1[CH:11]=[CH:10][CH:9]=[CH:8][CH:7]=1>O.C(#N)C>[NH2:1][C:2](=[O:37])[C:3](=[O:36])[CH:4]([NH:12][C:13]([C:15]1[C:16]([N:21]2[CH:25]=[C:24]3[CH2:26][N:27]([C:29]([O:31][C:32]([CH3:33])([CH3:35])[CH3:34])=[O:30])[CH2:28][C:23]3=[N:22]2)=[N:17][CH:18]=[CH:19][CH:20]=1)=[O:14])[CH2:5][C:6]1[CH:11]=[CH:10][CH:9]=[CH:8][CH:7]=1 |f:1.2|. Procedure: Oxidation of tert-butyl 2-(3-(4-amino-3-hydroxy-4-oxo-1-phenylbutan-2-ylcarbamoyl)pyridin-2-yl)-4,6-dihydropyrrolo[3,4-c]pyrazole-5(2H)-carboxylate (88 mg, 0.174 mmol) as described in example 1.4 and purification by chromatography over Chromabond RP-C18 (eluent: water/acetonitrile) gave 55 mg of an amorphous solid; ESI-MS [M+H]+: 505.2. 1H-NMR (400 MHz, DMSO), δ[ppm]: 8.83 (m, 1H), 8.52 (m, 1H), 8.15 (m, 1H), 8.06 (m, 1H), 7.84 (m, 1H), 7.72 (m, 1H), 7.44 (m, 1H), 7.23 (m, 4H), 7.17 (m, 1H), 5.2... The reactants are O (H2O), C(C)(=O)OO (peracetic acid), C1=CCCCCCC=CCCCCCC1 (cyclopentadeca-1,8-diene), C(C)(=O)[O-].[Na+] (sodium acetate). Run in C(Cl)Cl (methylene chloride). Run at time 30 minute. Yields the product C12CCCCCC=CCCCCCCC2O1 (16-oxa-bicyclo-[13.1.0]-hexadec-7-ene), C12C(C3C(CCCCCCCCCCC1)O3)O2 (cyclopentadecadiene dioxide). As a reaction SMILES: [CH:1]1[CH2:15][CH2:14][CH2:13][CH2:12][CH2:11][CH2:10][CH:9]=[CH:8][CH2:7][CH2:6][CH2:5][CH2:4][CH2:3][CH:2]=1.[C:16]([O-:19])(=[O:18])[CH3:17].[Na+].O.C(OO)(=[O:24])C>C(Cl)Cl>[CH:1]12[O:18][CH:15]1[CH2:14][CH2:13][CH2:12][CH2:11][CH2:10][CH2:9][CH:8]=[CH:7][CH2:6][CH2:5][CH2:4][CH2:3][CH2:2]2.[CH:16]12[O:19][CH:1]1[CH:2]1[O:24][CH:3]1[CH2:4][CH2:5][CH2:6][CH2:7][CH2:8][CH2:9][CH2:10][CH2:11][CH2:12][CH2:13][CH2:17]2 |f:1.2|. Procedure details: To a mixture consisting of 100 g (0.49 moles) cyclopentadeca-1,8-diene, 217 g (1.6 moles) sodium acetate×3 H2O and 1000 ml methylene chloride, 78 ml 40% by wt. (0.47 moles) peracetic acid is added dropwise within 2 hours under stirring. The reaction temperature is 2° C. Subsequently, stirring is continued for another 30 minutes at the same temperature and the mixture is subsequently heated to room temperature. After another 2 hours of stirring at room temperature, the reaction mixture is washed ... The reactants are CC1(c2ccccc2)OC(C=Cc2ccsc2)=CC1=O, OCC(S)CS. Yields the product CC1(c2ccccc2)OC(CC(SCC(S)CO)c2ccsc2)=CC1=O. Reaction SMILES: [CH3:1][C:2]1([c:15]2[cH:16][cH:17][cH:18][cH:19][cH:20]2)[O:3][C:4]([CH:8]=[CH:9][c:10]2[cH:11][s:12][cH:13][cH:14]2)=[CH:5][C:6]1=[O:7].[SH:21][CH:22]([CH2:23][OH:24])[CH2:25][SH:26]>>[CH3:1][C:2]1([c:15]2[cH:16][cH:17][cH:18][cH:19][cH:20]2)[O:3][C:4]([CH2:8][CH:9]([c:10]2[cH:11][s:12][cH:13][cH:14]2)[S:26][CH2:25][CH:22]([SH:21])[CH2:23][OH:24])=[CH:5][C:6]1=[O:7].